Task: describe an organic reaction: reactants, conditions, products, and yield. Dataset: the Open Reaction Database (ORD), a public repository of structured organic reaction records Starting materials: FC(C=1C=C(N)C=C(C1)C(F)(F)F)(F)F (3,5-bis(trifluoromethyl)aniline), COC1OC(CC1C=O)OC (2,5-dimethoxy-3-tetrahydrofurancarbaldehyde). Run in C(C)(=O)O (acetic acid). Yields the product FC(C=1C=C(C=C(C1)C(F)(F)F)N1C=C(C=C1)C=O)(F)F (1-[3,5-bis(trifluoromethyl)phenyl]-1H-pyrrole-3-carbaldehyde). The yield is 50.9%. RXN SMILES: [F:1][C:2]([F:15])([F:14])[C:3]1[CH:4]=[C:5]([CH:7]=[C:8]([C:10]([F:13])([F:12])[F:11])[CH:9]=1)[NH2:6].C[O:17][CH:18]1[CH:22]([CH:23]=O)[CH2:21][CH:20](OC)O1>C(O)(=O)C>[F:1][C:2]([F:14])([F:15])[C:3]1[CH:4]=[C:5]([N:6]2[CH:20]=[CH:21][C:22]([CH:18]=[O:17])=[CH:23]2)[CH:7]=[C:8]([C:10]([F:11])([F:12])[F:13])[CH:9]=1. Procedure: A solution of 3,5-bis(trifluoromethyl)aniline (3.58 g) and 2,5-dimethoxy-3-tetrahydrofurancarbaldehyde (2.50 g) in acetic acid (16 mL) was stirred at 90° C. for 30 min. After cooling to room temperature, the reaction solution was concentrated under reduced pressure, and the residue was partitioned between ethyl acetate and saturated sodium hydrogencarbonate solution. The ethyl acetate layer was washed with water and saturated brine, dried over anhydrous magnesium sulfate, and filtered. The filtr... Reactants: C(\C=C\C)#N (crotononitrile), Cl.N(N)C=1SC2=C(N1)CCCC2 (2-hydrazino-4,5,6,7-tetrahyro-benzothiazole hydrochloride), CC[O-].[Na+] (sodium ethylate solution), [Na] (sodium). The solvent is C(C)O (ethanol), O (water), C(C)O (ethanol). Reaction conditions: time 10 minute. Product: NC1=NN(C(C1)C)C=1SC2=C(N1)CCCC2 (3-Amino-5-methyl-1-(4,5,6,7-tetrahydro-benzothiazolyl)-2-pyrazoline). Yield: 60.9%. RXN SMILES: Cl.[NH:2]([C:4]1[S:5][C:6]2[CH2:12][CH2:11][CH2:10][CH2:9][C:7]=2[N:8]=1)[NH2:3].CC[O-].[Na+].[Na].[C:18](#[N:22])/[CH:19]=[CH:20]/[CH3:21]>O.C(O)C>[NH2:22][C:18]1[CH2:19][CH:20]([CH3:21])[N:2]([C:4]2[S:5][C:6]3[CH2:12][CH2:11][CH2:10][CH2:9][C:7]=3[N:8]=2)[N:3]=1 |f:0.1,2.3,^1:16|. Procedure: 20 g of 2-hydrazino-4,5,6,7-tetrahyro-benzothiazole hydrochloride are added to a sodium ethylate solution of 5.7 g of sodium and 250 ml of ethanol and the mixture is stirred at room temperature for 10 minutes. 5.5 g of crotononitrile are then added dropwise and the mixture is boiled under reflux for 5 hours. After cooling, the ethanol is stripped off in vacuo and the residue is taken up in water. The insoluble material is filtered off and washed thoroughly with water, acetone and ether in succes...